Dataset: the Open Reaction Database (ORD), a public repository of structured organic reaction records. Task: describe an organic reaction: reactants, conditions, products, and yield Reactants: CN(C)C=O, O=C(CCl)Nc1ccc(F)cc1, [Na+], [Na+], O=C([O-])[O-], O, c1ccc(N2CCNCC2)nc1. The product is O=C(CN1CCN(c2ccccn2)CC1)Nc1ccc(F)cc1. As a reaction SMILES: [CH3:32][N:33]([CH3:34])[CH:35]=[O:36].[F:13][c:14]1[cH:15][cH:16][c:17]([NH:20][C:21]([CH2:22][Cl:23])=[O:24])[cH:18][cH:19]1.[Na+:25].[Na+:26].[O-:27][C:28](=[O:29])[O-:30].[OH2:31].[n:1]1[c:2]([N:7]2[CH2:8][CH2:9][NH:10][CH2:11][CH2:12]2)[cH:3][cH:4][cH:5][cH:6]1>>[n:1]1[c:2]([N:7]2[CH2:8][CH2:9][N:10]([CH2:22][C:21]([NH:20][c:17]3[cH:16][cH:15][c:14]([F:13])[cH:19][cH:18]3)=[O:24])[CH2:11][CH2:12]2)[cH:3][cH:4][cH:5][cH:6]1.